This data is from the Open Reaction Database (ORD), a public repository of structured organic reaction records. The task is: describe an organic reaction: reactants, conditions, products, and yield Starting materials: FC1=C(CN2C=CC=3C2=NC(=C(C3O)C(=O)OCC)C)C=CC=C1F (ethyl 1-(2,3-difluorobenzyl)-4-hydroxy-6-methyl-1H-pyrrolo[2,3-b]pyridine-5-carboxylate), N1=CC=CC=C1 (pyridine), ice water, [I-].[Na+] (sodium iodide), Cl (hydrochloric acid), S(=O)(=O)(C(F)(F)F)OS(=O)(=O)C(F)(F)F (triflic anhydride), [O-]S(=O)(=S)[O-].[Na+].[Na+].O (Na2S2O3 water). The solvent is C(C)#N (acetonitrile). Run at temperature 0 celsius, time 1.5 hour. Yields the product FC1=C(CN2C=CC=3C2=NC(=C(C3I)C(=O)OCC)C)C=CC=C1F (ethyl 1-(2,3-difluorobenzyl)-4-iodo-6-methyl-1H-pyrrolo[2,3-b]pyridine-5-carboxylate). Isolated yield 79.9%. As a reaction SMILES: [F:1][C:2]1[C:24]([F:25])=[CH:23][CH:22]=[CH:21][C:3]=1[CH2:4][N:5]1[C:9]2=[N:10][C:11]([CH3:20])=[C:12]([C:15]([O:17][CH2:18][CH3:19])=[O:16])[C:13](O)=[C:8]2[CH:7]=[CH:6]1.N1C=CC=CC=1.S(OS(C(F)(F)F)(=O)=O)(C(F)(F)F)(=O)=O.[I-:47].[Na+].Cl.[O-]S([O-])(=S)=O.[Na+].[Na+].O>C(#N)C>[F:1][C:2]1[C:24]([F:25])=[CH:23][CH:22]=[CH:21][C:3]=1[CH2:4][N:5]1[C:9]2=[N:10][C:11]([CH3:20])=[C:12]([C:15]([O:17][CH2:18][CH3:19])=[O:16])[C:13]([I:47])=[C:8]2[CH:7]=[CH:6]1 |f:3.4,6.7.8.9|. Procedure details: To a solution of ethyl 1-(2,3-difluorobenzyl)-4-hydroxy-6-methyl-1H-pyrrolo[2,3-b]pyridine-5-carboxylate (9.0 g, 24.69 mmol) in acetonitrile (120 mL) was added pyridine (2.60 mL, 32.1 mmol) and the mixture was cooled to 0° C., then triflic anhydride (5.42 mL, 32.1 mmol) was added dropwise in ˜15 min. After stirring at ambient temperature for 1.5 h the mixture was charged with sodium iodide (18.50 g, 123 mmol) and hydrochloric acid (10.70 mL, 32.1 mmol) (3M/water) and heated to 70° for 1.5 h. The... Starting materials: NC1=NC(=CC(=N1)C1=CC(=C(C#N)C(=C1)F)OCC)N1[C@@H](COCC1)C(C)C (4-{2-amino-6-[(3R)-3-(1-methylethyl)-4-morpholinyl]-4-pyrimidinyl}-2-(ethyloxy)-6-fluorobenzonitrile), O.NN (hydrazine monohydrate), C(C)O (ethanol). Conditions: temperature 100 celsius. Yields the product NC1=NC(=CC(=N1)C1=CC(=C2C(=NNC2=C1)N)OCC)N1[C@@H](COCC1)C(C)C (6-{2-Amino-6-[(3R)-3-(1-methylethyl)-4-morpholinyl]-4-pyrimidinyl}-4-(ethyloxy)-1H-indazol-3-amine). As a reaction SMILES: [NH2:1][C:2]1[N:7]=[C:6]([C:8]2[CH:15]=[C:14](F)[C:11]([C:12]#[N:13])=[C:10](OCC)[CH:9]=2)[CH:5]=[C:4]([N:20]2[CH2:25][CH2:24][O:23][CH2:22][C@H:21]2[CH:26]([CH3:28])[CH3:27])[N:3]=1.[OH2:29].[NH2:30][NH2:31].[CH2:32](O)[CH3:33]>>[NH2:1][C:2]1[N:7]=[C:6]([C:8]2[CH:15]=[C:14]3[C:11]([C:12]([NH2:13])=[N:30][NH:31]3)=[C:10]([O:29][CH2:32][CH3:33])[CH:9]=2)[CH:5]=[C:4]([N:20]2[CH2:25][CH2:24][O:23][CH2:22][C@H:21]2[CH:26]([CH3:28])[CH3:27])[N:3]=1 |f:1.2|. Reported procedure: To a solution of 4-{2-amino-6-[(3R)-3-(1-methylethyl)-4-morpholinyl]-4-pyrimidinyl}-2-(ethyloxy)-6-fluorobenzonitrile (370 mg, 0.96 mmol) in ethanol (10 mL) was added hydrazine monohydrate (2.0 mL) in one portion. The mixture was heated at 100° C. for 20 hours. LCMS showed conversion complete. The mixture was cooled to room temperature and concentrated in vacuo. The solid residue was partitioned between EtOAc (2×40 mL) and water (15 mL). The organic was concentrated in vacuo, and the residue was... The reactants are C(#N)[C@H](CC(=O)[O-])CC(C)C.[K+] (potassium (S)-3-cyano-5-methylhexanoate), O (water), [OH-].[K+] (KOH), [H][H] (hydrogen). The reagents and catalysts are [Ni] (Raney Nickel). The solvent is C(C)(C)O (isopropanol). Reaction conditions: temperature 50 celsius, time 8 hour. The product is NC[C@H](CC(=O)O)CC(C)C ((S)-3-aminomethyl-5-methylhexanoic acid). Yield: 26.1%. Reaction SMILES: [C:1]([C@@H:3]([CH2:8][CH:9]([CH3:11])[CH3:10])[CH2:4][C:5]([O-:7])=[O:6])#[N:2].[K+].O.[OH-].[K+].[H][H]>[Ni].C(O)(C)C>[NH2:2][CH2:1][C@@H:3]([CH2:8][CH:9]([CH3:11])[CH3:10])[CH2:4][C:5]([OH:7])=[O:6] |f:0.1,3.4|. Procedure details: A mixture of potassium (S)-3-cyano-5-methylhexanoate (20 g, 103.5 mmol), water (50 mL), 45% KOH (12 g), isopropanol (12 g), and Raney Nickel were shaken overnight in a Parr Shaker under 50 psi of hydrogen. The mixture was filtered, heated to approximately 50° C., treated with acetic acid (6.5 mL) and stirred overnight at room temperature. The mixture was then adjusted to slightly above pH 7 with 45% KOH and concentrated under vacuum to remove most of the isopropanol. Isopropanol (20 mL) was adde... Reactants: C(C)S(=O)(=O)N1CCC(CC1)C1=CNC2=C(C=C(C=C12)B1OC(C(O1)(C)C)(C)C)C(=O)N (3-[1-(ethylsulfonyl)-4-piperidinyl]-5-(4,4,5,5-tetramethyl-1,3,2-dioxaborolan-2-yl)-1H-indole-7-carboxamide), BrC1=CC=C2CCCC(C2=C1)=O (7-bromo-3,4-dihydro-1(2H)-naphthalenone), C([O-])([O-])=O.[K+].[K+] (potassium carbonate). Reagents/catalysts: C=1C=CC(=CC1)[P](C=2C=CC=CC2)(C=3C=CC=CC3)[Pd]([P](C=4C=CC=CC4)(C=5C=CC=CC5)C=6C=CC=CC6)([P](C=7C=CC=CC7)(C=8C=CC=CC8)C=9C=CC=CC9)[P](C=1C=CC=CC1)(C=1C=CC=CC1)C=1C=CC=CC1 (tetrakis), [Pd] (palladium (0)). Solvent: O1CCOCC1 (dioxane), O (H2O). Conditions: temperature 160 celsius. Product: C(C)S(=O)(=O)N1CCC(CC1)C1=CNC2=C(C=C(C=C12)C1=CC=2C(CCCC2C=C1)=O)C(=O)N (3-[1-(ethylsulfonyl)-4-piperidinyl]-5-(8-oxo-5,6,7,8-tetrahydro-2-naphthalenyl)-1H-indole-7-carboxamide). RXN SMILES: [CH2:1]([S:3]([N:6]1[CH2:11][CH2:10][CH:9]([C:12]2[C:20]3[C:15](=[C:16]([C:30]([NH2:32])=[O:31])[CH:17]=[C:18](B4OC(C)(C)C(C)(C)O4)[CH:19]=3)[NH:14][CH:13]=2)[CH2:8][CH2:7]1)(=[O:5])=[O:4])[CH3:2].Br[C:34]1[CH:43]=[C:42]2[C:37]([CH2:38][CH2:39][CH2:40][C:41]2=[O:44])=[CH:36][CH:35]=1.C(=O)([O-])[O-].[K+].[K+]>O1CCOCC1.O.C1C=CC([P]([Pd]([P](C2C=CC=CC=2)(C2C=CC=CC=2)C2C=CC=CC=2)([P](C2C=CC=CC=2)(C2C=CC=CC=2)C2C=CC=CC=2)[P](C2C=CC=CC=2)(C2C=CC=CC=2)C2C=CC=CC=2)(C2C=CC=CC=2)C2C=CC=CC=2)=CC=1.[Pd]>[CH2:1]([S:3]([N:6]1[CH2:11][CH2:10][CH:9]([C:12]2[C:20]3[C:15](=[C:16]([C:30]([NH2:32])=[O:31])[CH:17]=[C:18]([C:34]4[CH:35]=[CH:36][C:37]5[CH2:38][CH2:39][CH2:40][C:41](=[O:44])[C:42]=5[CH:43]=4)[CH:19]=3)[NH:14][CH:13]=2)[CH2:8][CH2:7]1)(=[O:5])=[O:4])[CH3:2] |f:2.3.4,^1:61,63,82,101|. Procedure: To a solution of 3-[1-(ethylsulfonyl)-4-piperidinyl]-5-(4,4,5,5-tetramethyl-1,3,2-dioxaborolan-2-yl)-1H-indole-7-carboxamide (200 mg, 0.434 mmol) in dioxane (3.0 mL) and H2O (1.0 mL) was added 7-bromo-3,4-dihydro-1(2H)-naphthalenone (292 mg, 1.30 mmol), and potassium carbonate (360 mg, 2.60 mmol) in a microwave tube. The reaction mixture was degassed for 5 min before the addition of tetrakis (triphenylphosphosphine) palladium (0) (50 mg, 0.043 mmol). The reaction was then heated in the microwave... Reactants: CC1=NC(=NC(=N1)N1CC(CCC1)C)NC (2-methyl-6-methylamino-4-(3-methylpiperidino)-1,3,5-triazine), CI (methyl iodide). Solvent: O1CCOCC1 (dioxane). Product: [I-].C[N+]1=C(N=C(N=C1NC)N1CC(CCC1)C)C (1,2-dimethyl-6-methylamino-4-(3-methylpiperidino)-1,3,5-triazinium iodide). The yield is 72.0%. Reaction SMILES: [CH3:1][C:2]1[N:7]=[C:6]([N:8]2[CH2:13][CH2:12][CH2:11][CH:10]([CH3:14])[CH2:9]2)[N:5]=[C:4]([NH:15][CH3:16])[N:3]=1.[CH3:17][I:18]>O1CCOCC1>[I-:18].[CH3:17][N+:3]1[C:4]([NH:15][CH3:16])=[N:5][C:6]([N:8]2[CH2:13][CH2:12][CH2:11][CH:10]([CH3:14])[CH2:9]2)=[N:7][C:2]=1[CH3:1] |f:3.4|. Procedure: A mixture of 2-methyl-6-methylamino-4-(3-methylpiperidino)-1,3,5-triazine (221 mg; 1 mM) and methyl iodide (0.5 ml; 8 mM) and dioxane (5 ml) was heated at reflux for 15 hours. The mixture was cooled, the solvent removed under reduced pressure and the residue was crystallised from a mixture of methanol and ether. There was thus obtained 1,2-dimethyl-6-methylamino-4-(3-methylpiperidino)-1,3,5-triazinium iodide (262 mg, 72% yield) m.p. 214°-214.5° C.; microanalysis found: C,39.7; H,5.8; N,19.3%; C1...